Task: describe an organic reaction: reactants, conditions, products, and yield. Dataset: the Open Reaction Database (ORD), a public repository of structured organic reaction records Starting materials: O=C(n1ccnc1)n1ccnc1, CS(N)(=O)=O, CN(C)C=O, CC1(C)Cc2cc(C(=O)O)ccc2NC1c1cccc(N2CCNCC2)c1, [H-], [Na+]. Yields the product CC1(C)Cc2cc(C(=O)NS(C)(=O)=O)ccc2NC1c1cccc(N2CCNCC2)c1. Reaction SMILES: [C:35]([n:36]1[cH:37][cH:38][n:39][cH:40]1)([n:41]1[cH:42][cH:43][n:44][cH:45]1)=[O:46].[CH3:3][S:4](=[O:5])(=[O:6])[NH2:7].[CH3:47][N:48]([CH3:49])[CH:50]=[O:51].[CH3:8][C:9]1([CH3:34])[CH:10]([c:22]2[cH:23][c:24]([N:28]3[CH2:29][CH2:30][NH:31][CH2:32][CH2:33]3)[cH:25][cH:26][cH:27]2)[NH:11][c:12]2[cH:13][cH:14][c:15]([C:19](=[O:20])[OH:21])[cH:16][c:17]2[CH2:18]1.[H-:1].[Na+:2]>>[CH3:3][S:4](=[O:5])(=[O:6])[NH:7][C:19]([c:15]1[cH:14][cH:13][c:12]2[c:17]([cH:16]1)[CH2:18][C:9]([CH3:8])([CH3:34])[CH:10]([c:22]1[cH:23][c:24]([N:28]3[CH2:29][CH2:30][NH:31][CH2:32][CH2:33]3)[cH:25][cH:26][cH:27]1)[NH:11]2)=[O:20].